From a dataset of the Open Reaction Database (ORD), a public repository of structured organic reaction records. describe an organic reaction: reactants, conditions, products, and yield Yields the product BrC1=CC=CC(=N1)C=CC(=O)O (3-(6-bromo-pyridin-2-yl)-acrylic acid). The yield is 73.4%. Starting materials: BrC1=CC=CC(=N1)C=O (6-Bromo-pyridin-2-carbaldehyde), C(CC(=O)O)(=O)O (malonic acid), N1CCCCC1 (piperidine). Conditions: temperature 100 celsius, time 1 hour. Procedure details: 6-Bromo-pyridin-2-carbaldehyde (5.0 g, 26.9 mmol), malonic acid (6.3 g, 60.5 mmol), and piperidine (2.2 mL, 22.4 mmol) were added to pyridine (16.3 mL). The reaction mixture was stirred at 100° C. for 1 hour, concentrated under reduced pressure, and then distilled water was added thereto. The mixture was filtered and then the resulting solid was dried under reduced pressure to give 4.5 g of the titled compound as a brown solid. Run in N1=CC=CC=C1 (pyridine). RXN SMILES: [Br:1][C:2]1[N:7]=[C:6]([CH:8]=O)[CH:5]=[CH:4][CH:3]=1.C(O)(=O)[CH2:11][C:12]([OH:14])=[O:13].N1CCCCC1>N1C=CC=CC=1>[Br:1][C:2]1[N:7]=[C:6]([CH:8]=[CH:11][C:12]([OH:14])=[O:13])[CH:5]=[CH:4][CH:3]=1. Reactants: NCCC1=NC=CC=C1 (2-(2-aminoethyl)pyridine), S(=O)(=O)([O-])[O-].CSC(=[NH2+])N.CSC(=[NH2+])N (S-methylthiouronium sulphate). The solvent is O (water). Product: S(=O)(=O)(O)O.N1=C(C=CC=C1)CCNC(=N)N (2-(2-pyridyl)ethylguanidine sulphate). As a reaction SMILES: [NH2:1][CH2:2][CH2:3][C:4]1[CH:9]=[CH:8][CH:7]=[CH:6][N:5]=1.[S:10]([O-:14])([O-:13])(=[O:12])=[O:11].CS[C:17]([NH2:19])=[NH2+:18].CSC(N)=[NH2+]>O>[S:10]([OH:14])([OH:13])(=[O:12])=[O:11].[N:5]1[CH:6]=[CH:7][CH:8]=[CH:9][C:4]=1[CH2:3][CH2:2][NH:1][C:17]([NH2:19])=[NH:18] |f:1.2.3,5.6|. Procedure details: A solution of 2-(2-aminoethyl)pyridine (10.0 g) and S-methylthiouronium sulphate (11.39 g) in water (30 ml) is heated under reflux for two hours. The crude material, isolated in a manner similar to that described in Example 1, is recrystallized from water, yielding 2-(2-pyridyl)ethylguanidine sulphate, m.p. 264°-266° C. The reactants are CI, [K+], [K+], O=C([O-])[O-], CCOC(=O)C(=CNc1cnc(CN2CCOCC2)s1)C(=O)OCC, CN(C)C=O. Product: CCOC(=O)C(=CN(C)c1cnc(CN2CCOCC2)s1)C(=O)OCC. Reaction SMILES: [I:32][CH3:33].[K+:26].[K+:27].[O-:28][C:29]([O-:30])=[O:31].[O:1]1[CH2:2][CH2:3][N:4]([CH2:7][c:8]2[s:9][c:10]([NH:13][CH:14]=[C:15]([C:16](=[O:17])[O:18][CH2:19][CH3:20])[C:21](=[O:22])[O:23][CH2:24][CH3:25])[cH:11][n:12]2)[CH2:5][CH2:6]1.[O:34]=[CH:35][N:36]([CH3:37])[CH3:38]>>[O:1]1[CH2:2][CH2:3][N:4]([CH2:7][c:8]2[s:9][c:10]([N:13]([CH:14]=[C:15]([C:16](=[O:17])[O:18][CH2:19][CH3:20])[C:21](=[O:22])[O:23][CH2:24][CH3:25])[CH3:29])[cH:11][n:12]2)[CH2:5][CH2:6]1. The reactants are O=C([O-])[O-], CC(C)=O, [K+], [K+], N#Cc1ccc([N+](=O)[O-])cc1C#N, Sc1ccccn1. Product: N#Cc1ccc(Sc2ccccn2)cc1C#N. As a reaction SMILES: [C:21](=[O:22])([O-:23])[O-:24].[CH3:27][C:28](=[O:29])[CH3:30].[K+:25].[K+:26].[N+:8]([O-:9])(=[O:10])[c:11]1[cH:12][c:13]([C:19]#[N:20])[c:14]([C:15]#[N:16])[cH:17][cH:18]1.[SH:1][c:2]1[n:3][cH:4][cH:5][cH:6][cH:7]1>>[S:1]([c:2]1[n:3][cH:4][cH:5][cH:6][cH:7]1)[c:11]1[cH:12][c:13]([C:19]#[N:20])[c:14]([C:15]#[N:16])[cH:17][cH:18]1. Reactants: C(C)(C)(C)OC(NC1=C(C=C(C(=C1)N(C)C)C(F)(F)F)NC(CC(=O)C1=CC(=NC=C1)C#N)=O)=O ({2-[3-(2-cyano-pyridin-4-yl)-3-oxo-propionylamino]-5-dimethylamino-4-trifluoromethyl-phenyl}-carbamic acid tert.-butyl ester), C(=O)(C(F)(F)F)O (TFA). The solvent is C(Cl)Cl (CH2Cl2). The product is CN(C=1C(=CC2=C(N=C(CC(N2)=O)C2=CC(=NC=C2)C#N)C1)C(F)(F)F)C (4-(8-Dimethylamino-4-oxo-7-trifluoromethyl-4,5-dihydro-3H-benzo[b][1,4]diazepin-2-yl)-pyridine-2-carbonitrile), solid. RXN SMILES: C(OC(=O)[NH:7][C:8]1[CH:13]=[C:12]([N:14]([CH3:16])[CH3:15])[C:11]([C:17]([F:20])([F:19])[F:18])=[CH:10][C:9]=1[NH:21][C:22](=[O:34])[CH2:23][C:24]([C:26]1[CH:31]=[CH:30][N:29]=[C:28]([C:32]#[N:33])[CH:27]=1)=O)(C)(C)C.C(O)(C(F)(F)F)=O>C(Cl)Cl>[CH3:15][N:14]([CH3:16])[C:12]1[C:11]([C:17]([F:20])([F:19])[F:18])=[CH:10][C:9]2[NH:21][C:22](=[O:34])[CH2:23][C:24]([C:26]3[CH:31]=[CH:30][N:29]=[C:28]([C:32]#[N:33])[CH:27]=3)=[N:7][C:8]=2[CH:13]=1. Procedure details: The title compound was prepared from {2-[3-(2-cyano-pyridin-4-yl)-3-oxo-propionylamino]-5-dimethylamino-4-trifluoromethyl-phenyl}-carbamic acid tert.-butyl ester (Example M21) by treatment with TFA in CH2Cl2 according to the general procedure N. Obtained as a yellow solid (158 mg). The reactants are C=CC(=O)OCC, O=C([O-])[O-], CS(C)=O, Cl, [K+], [K+], CCCCCN1C(=O)C(N)c2ccc(OC)cc21. Yields the product CCCCCN1C(=O)C(N)(CCC(=O)OCC)c2ccc(OC)cc21. Reaction SMILES: [C:1]([CH:2]=[CH2:3])(=[O:4])[O:5][CH2:6][CH3:7].[C:8](=[O:9])([O-:10])[O-:11].[CH3:33][S:34](=[O:35])[CH3:36].[ClH:14].[K+:12].[K+:13].[NH2:15][CH:16]1[C:17](=[O:32])[N:18]([CH2:27][CH2:28][CH2:29][CH2:30][CH3:31])[c:19]2[cH:20][c:21]([O:25][CH3:26])[cH:22][cH:23][c:24]21>>[C:1]([CH2:2][CH2:3][C:16]1([NH2:15])[C:17](=[O:32])[N:18]([CH2:27][CH2:28][CH2:29][CH2:30][CH3:31])[c:19]2[cH:20][c:21]([O:25][CH3:26])[cH:22][cH:23][c:24]21)(=[O:4])[O:5][CH2:6][CH3:7].